This data is from the Open Reaction Database (ORD), a public repository of structured organic reaction records. The task is: describe an organic reaction: reactants, conditions, products, and yield The reactants are C=CC(=O)OCC, CCOC(=O)C(=O)OCC, CCCCCCCCN(CCCCCCCC)CCCCCCCC, O=C(Cl)c1ccc(Cl)c(Cl)c1. The product is CCOC(=O)C=Cc1ccc(Cl)c(Cl)c1. Reaction SMILES: [C:12]([CH:13]=[CH2:14])(=[O:15])[O:16][CH2:17][CH3:18].[C:44]([O:45][CH2:46][CH3:47])(=[O:48])[C:49]([O:50][CH2:51][CH3:52])=[O:53].[CH2:19]([N:20]([CH2:21][CH2:22][CH2:23][CH2:24][CH2:25][CH2:26][CH2:27][CH3:28])[CH2:29][CH2:30][CH2:31][CH2:32][CH2:33][CH2:34][CH2:35][CH3:36])[CH2:37][CH2:38][CH2:39][CH2:40][CH2:41][CH2:42][CH3:43].[Cl:1][c:2]1[cH:3][c:4]([C:5]([Cl:6])=[O:7])[cH:8][cH:9][c:10]1[Cl:11]>>[Cl:1][c:2]1[cH:3][c:4]([CH:5]=[CH:13][C:12](=[O:15])[O:16][CH2:17][CH3:18])[cH:8][cH:9][c:10]1[Cl:11]. Reactants: Cl (hydrochloric acid), crude product, [OH-].[Na+] (NaOH), FC=1C(=C2C(=CNC2=CC1)CC(=O)O)O (2-(5-fluoro-4-hydroxy-1H-indol-3-yl)acetic acid), [OH-].[K+] (KOH), CI (MeI), CN(C)C=O (DMF). Solvent: CO (methanol), C(C)(=O)OCC (ethyl acetate), O (Water). Conditions: time 2 hour. Product: FC=1C(=C2C(=CN(C2=CC1)C)CC(=O)O)OC (2-(5-fluoro-4-methoxy-1-methyl-1H-indol-3-yl)acetic acid). Isolated yield 85.0%. RXN SMILES: [F:1][C:2]1[C:3]([OH:15])=[C:4]2C(=[CH:9][CH:10]=1)NC=[C:5]2[CH2:11][C:12]([OH:14])=[O:13].[OH-].[K+].[CH3:18]I.[OH-].[Na+].Cl.[CH3:23][N:24]([CH:26]=O)[CH3:25]>CO.C(OCC)(=O)C.O>[F:1][C:2]1[C:3]([O:15][CH3:18])=[C:4]2[C:25](=[CH:9][CH:10]=1)[N:24]([CH3:23])[CH:26]=[C:5]2[CH2:11][C:12]([OH:14])=[O:13] |f:1.2,4.5|. Procedure: A mixture of compound 34-3 (1 g, 4.78 mmol), KOH (1 g, 19.14 mmol), MeI (2.7 g, 19.14 mmol) in DMF (20 mL) was stirred at room temperature for 2 h. Water (50 mL) and ethyl acetate (50 mL) were added to the mixture. The organic layer was separated and the aqueous layer was extracted with ethyl acetate (3×30 mL). The organic layers were combined, dried over MgSO4, filtered, and evaporated to afford crude product (600 mg). To this crude product was added methanol (10 mL) and NaOH aq. (2 N, 8 mL) an...